This data is from the Open Reaction Database (ORD), a public repository of structured organic reaction records. The task is: describe an organic reaction: reactants, conditions, products, and yield The reactants are N#Cc1cccc(C=O)c1, CCO, [Na+], [Na+], O, O, O, O, O, O, O, O, O, O=C(CO)c1ccccc1, OB1O[B-]2(O)OB(O)O[B-](O)(O1)O2. The product is N#Cc1cccc(C2CC(=O)c3ccccc3O2)c1. As a reaction SMILES: [C:1](#[N:2])[c:3]1[cH:4][c:5]([CH:6]=[O:7])[cH:8][cH:9][cH:10]1.[CH3:44][CH2:45][OH:46].[Na+:21].[Na+:22].[OH2:23].[OH2:24].[OH2:25].[OH2:26].[OH2:27].[OH2:28].[OH2:29].[OH2:30].[OH2:47].[OH:11][CH2:12][C:13](=[O:14])[c:15]1[cH:16][cH:17][cH:18][cH:19][cH:20]1.[OH:31][B:32]1[O:33][B-:34]2([OH:43])[O:35][B-:36]([OH:41])([O:37][B:38]([OH:40])[O:39]2)[O:42]1>>[C:1](#[N:2])[c:3]1[cH:4][c:5]([CH:6]2[O:7][c:16]3[c:15]([cH:20][cH:19][cH:18][cH:17]3)[C:13](=[O:14])[CH2:12]2)[cH:8][cH:9][cH:10]1. The reactants are O (water), CC(CC=1N=C(N(C1)C(C1=CC=CC=C1)(C1=CC=CC=C1)C1=CC=CC=C1)CC(C(F)(F)F)(O)C1=CC=C(C=C1)B1OC(C(O1)(C)C)(C)C)(C)C (3-[4-(2,2-dimethylpropyl)-1-trityl-1H-imidazol-2-yl]-1,1,1-trifluoro-2-[4-(4,4,5,5-tetramethyl-1,3,2-dioxaborolan-2-yl)phenyl]propan-2-ol), C([O-])([O-])=O.[Na+].[Na+] (sodium carbonate), BrC1=NC=C(C=C1)F (2-bromo-5-fluoropyridine). The solvent is CN(C=O)C.O (N,N-dimethylformamide water). Conditions: temperature 90 celsius, time 2 hour. The product is CC(CC=1N=C(N(C1)C(C1=CC=CC=C1)(C1=CC=CC=C1)C1=CC=CC=C1)CC(C(F)(F)F)(O)C1=CC=C(C=C1)C1=NC=C(C=C1)F)(C)C (3-[4-(2,2-dimethylpropyl)-1-trityl-1H-imidazol-2-yl]-1,1,1-trifluoro-2-[4-(5-fluoropyridin-2-yl)phenyl]propan-2-ol). Reaction SMILES: [CH3:1][C:2]([CH3:51])([CH3:50])[CH2:3][C:4]1[N:5]=[C:6]([CH2:28][C:29]([C:35]2[CH:40]=[CH:39][C:38](B3OC(C)(C)C(C)(C)O3)=[CH:37][CH:36]=2)([OH:34])[C:30]([F:33])([F:32])[F:31])[N:7]([C:9]([C:22]2[CH:27]=[CH:26][CH:25]=[CH:24][CH:23]=2)([C:16]2[CH:21]=[CH:20][CH:19]=[CH:18][CH:17]=2)[C:10]2[CH:15]=[CH:14][CH:13]=[CH:12][CH:11]=2)[CH:8]=1.C(=O)([O-])[O-].[Na+].[Na+].Br[C:59]1[CH:64]=[CH:63][C:62]([F:65])=[CH:61][N:60]=1.O>CN(C)C=O.O>[CH3:1][C:2]([CH3:51])([CH3:50])[CH2:3][C:4]1[N:5]=[C:6]([CH2:28][C:29]([C:35]2[CH:40]=[CH:39][C:38]([C:59]3[CH:64]=[CH:63][C:62]([F:65])=[CH:61][N:60]=3)=[CH:37][CH:36]=2)([OH:34])[C:30]([F:31])([F:32])[F:33])[N:7]([C:9]([C:16]2[CH:17]=[CH:18][CH:19]=[CH:20][CH:21]=2)([C:22]2[CH:27]=[CH:26][CH:25]=[CH:24][CH:23]=2)[C:10]2[CH:11]=[CH:12][CH:13]=[CH:14][CH:15]=2)[CH:8]=1 |f:1.2.3,6.7|. Procedure: 1,1′-bis(diphenylphosphino)ferrocene-palladium(II)dichloride dichloromethane complex (458 mg, 0.56 mmol) was added to a degassed, ambient temperature solution of 3-[4-(2,2-dimethylpropyl)-1-trityl-1H-imidazol-2-yl]-1,1,1-trifluoro-2-[4-(4,4,5,5-tetramethyl-1,3,2-dioxaborolan-2-yl)phenyl]propan-2-ol, sodium carbonate (2.4 g, 22.5 mmol) and 2-bromo-5-fluoropyridine (3.0 g, 16.8 mmol) in N,N-dimethylformamide/water (4:1) (150 mL). After stirring at 90° C. for 2 h, the reaction mixture was poured in... The reactants are N1(C=NC=C1)C[C@H](C1=CC=CC=C1)OC1=C(C=2CCCC(C2C=C1)=O)CS(=O)(=O)C=1C=C(C(=O)O)C=CC1 (3-{[(2-{[(1S)-2-(1H-imidazol-1-yl)-1-phenylethyl]oxy}-5-oxo-5,6,7,8-tetrahydro-1-naphthalenyl)methyl]sulfonyl}benzoic acid), CN (methylamine). Yields the product N1(C=NC=C1)C[C@H](C1=CC=CC=C1)OC1=C(C=2CCCC(C2C=C1)=O)CS(=O)(=O)C=1C=C(C(=O)NC)C=CC1 (3-{[(2-{[(1S)-2-(1H-Imidazol-1-yl)-1-phenylethyl]oxy}-5-oxo-5,6,7,8-tetrahydro-1-naphthalenyl)methyl]sulfonyl}-N-methylbenzamide). As a reaction SMILES: [N:1]1([CH2:6][C@@H:7]([O:14][C:15]2[CH:24]=[CH:23][C:22]3[C:21](=[O:25])[CH2:20][CH2:19][CH2:18][C:17]=3[C:16]=2[CH2:26][S:27]([C:30]2[CH:31]=[C:32]([CH:36]=[CH:37][CH:38]=2)[C:33]([OH:35])=O)(=[O:29])=[O:28])[C:8]2[CH:13]=[CH:12][CH:11]=[CH:10][CH:9]=2)[CH:5]=[CH:4][N:3]=[CH:2]1.[CH3:39][NH2:40]>>[N:1]1([CH2:6][C@@H:7]([O:14][C:15]2[CH:24]=[CH:23][C:22]3[C:21](=[O:25])[CH2:20][CH2:19][CH2:18][C:17]=3[C:16]=2[CH2:26][S:27]([C:30]2[CH:31]=[C:32]([CH:36]=[CH:37][CH:38]=2)[C:33]([NH:40][CH3:39])=[O:35])(=[O:29])=[O:28])[C:8]2[CH:13]=[CH:12][CH:11]=[CH:10][CH:9]=2)[CH:5]=[CH:4][N:3]=[CH:2]1. Reported procedure: Using the method in Example 172, 3-{[(2-{[(1S)-2-(1H-imidazol-1-yl)-1-phenylethyl]oxy}-5-oxo-5,6,7,8-tetrahydro-1-naphthalenyl)methyl]sulfonyl}benzoic acid (53 mg, 0.10 mmol, 0.20M in DMF) and a saturated solution of methylamine (1.0 ml in DMF) were combined to give 11 mg of the desired compound: Low resolution mass spectrum (LC-MS, APCI) m/z 544 [M+H]+. The reactants are CC(C(=O)OC(C)(C)C)(CC(=O)O[C@@H]1C([C@@H]2CC[C@]3([C@@]4(CC[C@@]5(C([C@H]4CC[C@@H]3[C@]2(CC1)C)=C(C(C5)=O)C(C)C)\C=C\C(N[C@H](C)C5=NC=CC=C5)=O)C)C)(C)C)C (1-tert-butyl 4-((3aS,5aR,5bR,7aR,9S,11aR,11bR,13aS)-1-isopropyl-5a,5b,8,8,11a-pentamethyl-2-oxo-3a-((E)-3-oxo-3-(((R)-1-(pyridin-2-yl)ethyl)amino)prop-1-en-1-yl)-3,3a,4,5,5a,5b,6,7,7a,8,9,10,11,11a,11b,12,13,13a-octadecahydro-2H-cyclopenta[a]chrysen-9-yl) 2,2-dimethylsuccinate), C(=O)(C(F)(F)F)O (TFA). Run in ClCCl (dichloromethane). Conditions: time 2 hour. Product: C(C)(C)C=1C(C[C@]2(C1[C@H]1CC[C@@H]3[C@]4(CC[C@@H](C([C@@H]4CC[C@]3([C@@]1(CC2)C)C)(C)C)OC(CC(C(=O)O)(C)C)=O)C)\C=C\C(N[C@H](C)C2=NC=CC=C2)=O)=O (4-(((3aS,5aR,5bR,7aR,9S,11aR,11bR,13aS)-1-Isopropyl-5a,5b,8,8,11a-pentamethyl-2-oxo-3a-((E)-3-oxo-3-(((R)-1-(pyridin-2-yl)ethyl)amino)prop-1-en-1-yl)-3,3a,4,5,5a,5b,6,7,7a,8,9,10,11,11a,11b,12,13,13a-octadecahydro-2H-cyclopenta[a]chrysen-9-yl)oxy)-2,2-dimethyl-4-oxobutanoic acid), FC(C(=O)O)(F)F (trifluoroacetic acid). Yield: 44.6%. RXN SMILES: [CH3:1][C:2]([CH3:57])([CH2:10][C:11]([O:13][C@H:14]1[CH2:31][CH2:30][C@@:29]2([CH3:32])[C@@H:16]([CH2:17][CH2:18][C@:19]3([CH3:54])[C@@H:28]2[CH2:27][CH2:26][C@H:25]2[C@@:20]3([CH3:53])[CH2:21][CH2:22][C@@:23]3(/[CH:40]=[CH:41]/[C:42](=[O:52])[NH:43][C@@H:44]([C:46]4[CH:51]=[CH:50][CH:49]=[CH:48][N:47]=4)[CH3:45])[CH2:35][C:34](=[O:36])[C:33]([CH:37]([CH3:39])[CH3:38])=[C:24]32)[C:15]1([CH3:56])[CH3:55])=[O:12])[C:3]([O:5]C(C)(C)C)=[O:4].[C:58]([OH:64])([C:60]([F:63])([F:62])[F:61])=[O:59]>ClCCl>[CH:37]([C:33]1[C:34](=[O:36])[CH2:35][C@:23]2(/[CH:40]=[CH:41]/[C:42](=[O:52])[NH:43][C@@H:44]([C:46]3[CH:51]=[CH:50][CH:49]=[CH:48][N:47]=3)[CH3:45])[CH2:22][CH2:21][C@:20]3([CH3:53])[C@H:25]([CH2:26][CH2:27][C@H:28]4[C@@:19]3([CH3:54])[CH2:18][CH2:17][C@@H:16]3[C@:29]4([CH3:32])[CH2:30][CH2:31][C@H:14]([O:13][C:11](=[O:12])[CH2:10][C:2]([CH3:1])([CH3:57])[C:3]([OH:5])=[O:4])[C:15]3([CH3:55])[CH3:56])[C:24]=12)([CH3:38])[CH3:39].[F:61][C:60]([F:63])([F:62])[C:58]([OH:64])=[O:59]. Procedure: To a solution of 1-tert-butyl 4-((3aS,5aR,5bR,7aR,9S,11aR,11bR,13aS)-1-isopropyl-5a,5b,8,8,11a-pentamethyl-2-oxo-3a-((E)-3-oxo-3-(((R)-1-(pyridin-2-yl)ethyl)amino)prop-1-en-1-yl)-3,3a,4,5,5a,5b,6,7,7a,8,9,10,11,11a,11b,12,13,13a-octadecahydro-2H-cyclopenta[a]chrysen-9-yl) 2,2-dimethylsuccinate (470 mg, 0.599 mmol) in dichloromethane (10 mL) stirred at rt was added TFA (5 mL). The reaction mixture was stirred at rt for 2 h. Then, it was evaporated in vacuo to get crude product. This material was ... The reactants are ClC1=CC(=C(C=C1)C#C[Si](C)(C)C)F (((4-chloro-2-fluorophenyl)ethynyl)trimethylsilane), CCCC[N+](CCCC)(CCCC)CCCC.[F-] (TBAF). Solvent: C(Cl)Cl (DCM). Reaction conditions: time 1.5 hour. Yields the product ClC1=CC(=C(C=C1)C#C)F (4-chloro-1-ethynyl-2-fluorobenzene). Yield: 73.2%. RXN SMILES: [Cl:1][C:2]1[CH:7]=[CH:6][C:5]([C:8]#[C:9][Si](C)(C)C)=[C:4]([F:14])[CH:3]=1.CCCC[N+](CCCC)(CCCC)CCCC.[F-]>C(Cl)Cl>[Cl:1][C:2]1[CH:7]=[CH:6][C:5]([C:8]#[CH:9])=[C:4]([F:14])[CH:3]=1 |f:1.2|. Procedure: To a solution of ((4-chloro-2-fluorophenyl)ethynyl)trimethylsilane (1.0 g, 4.42 mmol) in DCM (20 mL) was added TBAF (catalytic) and reaction mixture was stirred for 1-2 h at RT. The reaction mass was quenched in water, extracted with DCM and concentrated to afford 0.900 g of the crude product which was further purified by column chromatography eluting with pet. ether to afford to afford 0.500 g of pure product. 1H NMR (300 MHz, DMSO d6): δ 4.60 (s, 1H), 7.32 (d, J=8.1 Hz, 1H), 7.56-7.61 (m, 2H). The reactants are ClC1=NC=C(C=N1)C1=CN=C(N1)[C@H]1N(CCC1)C(=O)OC(C)(C)C ((S)-tert-butyl 2-(5-(2-chloropyrimidin-5-yl)-1H-imidazol-2-yl)pyrrolidine-1-carboxylate). Run in dioxanes, CO (MeOH). Conditions: time 4 hour. The product is Cl.Cl.Cl.ClC1=NC=C(C=N1)C1=CN=C(N1)[C@H]1NCCC1 ((S)-2-chloro-5-(2-(pyrrolidin-2-yl)-1H-imidazol-5-yl)pyrimidine trihydrochloride). RXN SMILES: [Cl:1][C:2]1[N:7]=[CH:6][C:5]([C:8]2[NH:12][C:11]([C@@H:13]3[CH2:17][CH2:16][CH2:15][N:14]3C(OC(C)(C)C)=O)=[N:10][CH:9]=2)=[CH:4][N:3]=1>CO>[ClH:1].[ClH:1].[ClH:1].[Cl:1][C:2]1[N:7]=[CH:6][C:5]([C:8]2[NH:12][C:11]([C@@H:13]3[CH2:17][CH2:16][CH2:15][NH:14]3)=[N:10][CH:9]=2)=[CH:4][N:3]=1 |f:2.3.4.5|. Procedure details: Cold (0° C.) 4 NHCl in dioxanes (5 mL) was added via syringe to (S)-tert-butyl 2-(5-(2-chloropyrimidin-5-yl)-1H-imidazol-2-yl)pyrrolidine-1-carboxylate (152d-1, 0.50 g, 1.43 mmol) in a 100 mL pear-shaped flask followed by MeOH (1.0 mL). The suspension was stirred at room temperature for 4 h before it was concentrated down to dryness and placed under high vacuum for 1 h. There was isolated intermediate (S)-2-chloro-5-(2-(pyrrolidin-2-yl)-1H-imidazol-5-yl)pyrimidine trihydrochloride as a pale yell... Yields the product CC1COC2(CCN(c3ccc(C(F)(F)F)cc3C#N)CC2)O1. The reactants are CC1COC2(CCNCC2)O1, C1CCOC1, N#Cc1cc(C(F)(F)F)ccc1F, [Na+], [Na+], O=C([O-])[O-]. Reaction SMILES: [CH2:14]1[CH:15]([CH3:16])[O:17][C:18]2([CH2:19][CH2:20][NH:21][CH2:22][CH2:23]2)[O:24]1.[CH2:25]1[O:26][CH2:27][CH2:28][CH2:29]1.[F:1][c:2]1[c:3]([C:4]#[N:5])[cH:6][c:7]([C:10]([F:11])([F:12])[F:13])[cH:8][cH:9]1.[Na+:30].[Na+:31].[O-:32][C:33](=[O:34])[O-:35]>>[c:2]1([N:21]2[CH2:20][CH2:19][C:18]3([O:17][CH:15]([CH3:16])[CH2:14][O:24]3)[CH2:23][CH2:22]2)[c:3]([C:4]#[N:5])[cH:6][c:7]([C:10]([F:11])([F:12])[F:13])[cH:8][cH:9]1.